From a dataset of the Open Reaction Database (ORD), a public repository of structured organic reaction records. describe an organic reaction: reactants, conditions, products, and yield Starting materials: OC1=CC=C(C=C1)NC(OC(C)(C)C)=O (t-butyl (4-hydroxyphenyl)carbamate), ClC=1C=CC(=C(C1)N(C(OC(C)(C)C)=O)C)[N+](=O)[O-] (t-butyl N-(5-chloro-2-nitrophenyl)-N-methylcarbamate), [H-].[Na+] (sodium hydride). The solvent is CN(C=O)C (N,N-dimethylformamide). The product is C(C)(C)(C)OC(=O)NC1=CC=C(OC=2C=CC(=C(C2)N(C(OC(C)(C)C)=O)C)[N+](=O)[O-])C=C1 (t-Butyl N-[5-(4-t-butoxycarbonylaminophenoxy)-2-nitrophenyl]-N-methylcarbamate). Yield: 82.3%. As a reaction SMILES: [OH:1][C:2]1[CH:7]=[CH:6][C:5]([NH:8][C:9](=[O:15])[O:10][C:11]([CH3:14])([CH3:13])[CH3:12])=[CH:4][CH:3]=1.Cl[C:17]1[CH:18]=[CH:19][C:20]([N+:32]([O-:34])=[O:33])=[C:21]([N:23]([CH3:31])[C:24](=[O:30])[O:25][C:26]([CH3:29])([CH3:28])[CH3:27])[CH:22]=1.[H-].[Na+]>CN(C)C=O>[C:11]([O:10][C:9]([NH:8][C:5]1[CH:4]=[CH:3][C:2]([O:1][C:17]2[CH:18]=[CH:19][C:20]([N+:32]([O-:34])=[O:33])=[C:21]([N:23]([CH3:31])[C:24](=[O:30])[O:25][C:26]([CH3:27])([CH3:28])[CH3:29])[CH:22]=2)=[CH:7][CH:6]=1)=[O:15])([CH3:12])([CH3:14])[CH3:13] |f:2.3|. Procedure: In a similar manner to that described in Reference Example 6, a reaction was carried out using t-butyl (4-hydroxyphenyl)carbamate (15.6 g), t-butyl N-(5-chloro-2-nitrophenyl)-N-methylcarbamate (21 g), sodium hydride (55 wt. %, 3.22 g) and anhydrous N,N-dimethylformamide (130 ml) and the reaction mixture was purified to give the title compound (27.7 g). The product is CC(C)(C)OC(=O)Nc1cc(N2CCSCC2)c(I)cc1[N+](=O)[O-]. Starting materials: CC(C)(C)OC(=O)Nc1cc(Cl)c(I)cc1[N+](=O)[O-], C1CSCCN1, Cc1ccccc1. Reaction SMILES: [C:1]([CH3:2])([CH3:3])([CH3:4])[O:5][C:6]([NH:7][c:8]1[c:9]([N+:16](=[O:17])[O-:18])[cH:10][c:11]([I:15])[c:12]([Cl:14])[cH:13]1)=[O:19].[CH2:20]1[CH2:21][S:22][CH2:23][CH2:24][NH:25]1.[CH3:26][c:27]1[cH:28][cH:29][cH:30][cH:31][cH:32]1>>[C:1]([CH3:2])([CH3:3])([CH3:4])[O:5][C:6]([NH:7][c:8]1[c:9]([N+:16](=[O:17])[O-:18])[cH:10][c:11]([I:15])[c:12]([N:25]2[CH2:20][CH2:21][S:22][CH2:23][CH2:24]2)[cH:13]1)=[O:19]. Reactants: O=C(n1ccnc1)n1ccnc1, Cc1nc(-c2csc(C(=O)O)c2)cs1, CN(C)C=O, CN(C)c1ccncc1, NC(=O)N1C(=O)Cc2cc(Cl)ccc21. Yields the product Cc1nc(-c2csc(C(=O)C3C(=O)N(C(N)=O)c4ccc(Cl)cc43)c2)cs1. As a reaction SMILES: [C:15]([n:16]1[cH:17][cH:18][n:19][cH:20]1)([n:21]1[cH:22][cH:23][n:24][cH:25]1)=[O:26].[CH3:1][c:2]1[s:3][cH:4][c:5](-[c:7]2[cH:8][c:9]([C:12](=[O:13])[OH:14])[s:10][cH:11]2)[n:6]1.[CH3:41][N:42]([CH3:43])[CH:44]=[O:45].[CH3:46][N:47]([c:48]1[cH:49][cH:50][n:51][cH:52][cH:53]1)[CH3:54].[Cl:27][c:28]1[cH:29][c:30]2[c:34]([cH:35][cH:36]1)[N:33]([C:37](=[O:38])[NH2:39])[C:32](=[O:40])[CH2:31]2>>[CH3:1][c:2]1[s:3][cH:4][c:5](-[c:7]2[cH:8][c:9]([C:12](=[O:14])[CH:31]3[c:30]4[cH:29][c:28]([Cl:27])[cH:36][cH:35][c:34]4[N:33]([C:37](=[O:38])[NH2:39])[C:32]3=[O:40])[s:10][cH:11]2)[n:6]1. Reactants: O=C1NC2=C(CCN1C1CCN(CC1)C(=O)O[C@@H](C(=O)N1CCC(CC1)C1CCN(CC1)CC1=CC=CC=C1)CC1=CC3=C(NC=N3)C(=C1)C)C=CC=C2 ((R)-2-(1′-benzyl-4,4′-bipiperidinyl-1-yl)-1-(7-methyl-1H-benzimidazol-5-ylmethyl)-2-oxo-ethyl 4-(2-oxo-1,2,4,5-tetrahydro-1,3-benzodiazepin-3-yl)-piperidine-1-carboxylate), [H][H] (hydrogen). The reagents and catalysts are [Pd] (Pd/C). Run in CO (MeOH). Reaction conditions: time 2 hour. Product: O=C1NC2=C(CCN1C1CCN(CC1)C(=O)O[C@@H](C(=O)N1CCC(CC1)C1CCNCC1)CC1=CC3=C(NC=N3)C(=C1)C)C=CC=C2 ((R)-2-4,4′-bipiperidinyl-1-yl-1-(7-methyl-1H-benzimidazol-5-ylmethyl)-2-oxo-ethyl 4-(2-oxo-1,2,4,5-tetrahydro-1,3-benzodiazepin-3-yl)-piperidine-1-carboxylate). As a reaction SMILES: [O:1]=[C:2]1[N:8]([CH:9]2[CH2:14][CH2:13][N:12]([C:15]([O:17][C@H:18]([CH2:40][C:41]3[CH:49]=[C:48]([CH3:50])[C:44]4[NH:45][CH:46]=[N:47][C:43]=4[CH:42]=3)[C:19]([N:21]3[CH2:26][CH2:25][CH:24]([CH:27]4[CH2:32][CH2:31][N:30](CC5C=CC=CC=5)[CH2:29][CH2:28]4)[CH2:23][CH2:22]3)=[O:20])=[O:16])[CH2:11][CH2:10]2)[CH2:7][CH2:6][C:5]2[CH:51]=[CH:52][CH:53]=[CH:54][C:4]=2[NH:3]1.[H][H]>CO.[Pd]>[O:1]=[C:2]1[N:8]([CH:9]2[CH2:10][CH2:11][N:12]([C:15]([O:17][C@H:18]([CH2:40][C:41]3[CH:49]=[C:48]([CH3:50])[C:44]4[NH:45][CH:46]=[N:47][C:43]=4[CH:42]=3)[C:19]([N:21]3[CH2:22][CH2:23][CH:24]([CH:27]4[CH2:32][CH2:31][NH:30][CH2:29][CH2:28]4)[CH2:25][CH2:26]3)=[O:20])=[O:16])[CH2:13][CH2:14]2)[CH2:7][CH2:6][C:5]2[CH:51]=[CH:52][CH:53]=[CH:54][C:4]=2[NH:3]1. Procedure: 75 mg (0.09 mmol) (R)-2-(1′-benzyl-4,4′-bipiperidinyl-1-yl)-1-(7-methyl-1H-benzimidazol-5-ylmethyl)-2-oxo-ethyl 4-(2-oxo-1,2,4,5-tetrahydro-1,3-benzodiazepin-3-yl)-piperidine-1-carboxylate were dissolved in 10 mL MeOH and combined with 30 mg 10% Pd/C. The mixture was hydrogenated for 2 h in a Parr apparatus at 50° C. and 50 psi hydrogen pressure. Then the catalyst was filtered off and the filtrate was evaporated down i.vac. Reactants: CO (methanol), O (water), BrC1=C2C=CC=NC2=C(C(=N1)C(=O)OC)O (methyl 5-bromo-8-hydroxy-1,6-naphthyridine-7-carboxylate), N,N,N-diisopropylethylamine, CC1=CC=C(C=C1)S(=O)(=O)Cl (4-Methylbenzenesulfonyl chloride). The solvent is C(Cl)(Cl)Cl (chloroform). Reaction conditions: temperature 40 celsius, time 1 hour. Yields the product BrC1=C2C=CC=NC2=C(C(=N1)C(=O)OC)OS(=O)(=O)C1=CC=C(C=C1)C (methyl 5-bromo-8-{[(4-methylphenyl)sulfonyl]oxy}-1,6-naphthyridine-7-carboxylate). RXN SMILES: [Br:1][C:2]1[N:11]=[C:10]([C:12]([O:14][CH3:15])=[O:13])[C:9]([OH:16])=[C:8]2[C:3]=1[CH:4]=[CH:5][CH:6]=[N:7]2.[CH3:17][C:18]1[CH:23]=[CH:22][C:21]([S:24](Cl)(=[O:26])=[O:25])=[CH:20][CH:19]=1.CO.O>C(Cl)(Cl)Cl>[Br:1][C:2]1[N:11]=[C:10]([C:12]([O:14][CH3:15])=[O:13])[C:9]([O:16][S:24]([C:21]2[CH:22]=[CH:23][C:18]([CH3:17])=[CH:19][CH:20]=2)(=[O:26])=[O:25])=[C:8]2[C:3]=1[CH:4]=[CH:5][CH:6]=[N:7]2. Reported procedure: To a slurry of methyl 5-bromo-8-hydroxy-1,6-naphthyridine-7-carboxylate (5.0 g, 17.66 mmol, prepared as in Example 113) in chloroform (20 mL) under nitrogen was added N,N,N-diisopropylethylamine (3.72 mL, 26.49 mmol). 4-Methylbenzenesulfonyl chloride (4.04 g, 21.20 mmol) was added over 5 minutes and the reaction was heated to 40 degrees C. and stirred one hour. The completed reaction was cooled to 25 degrees C. and 1:1 methanol:water was added to precipitate the product which was filtered, washe... Reactants: CC(C)([O-])C.[K+] (Potassium tert-butoxide), C(CC)C1CCC(CC1)CCC1=CC=C(C=C1)C1CCC(CC1)C=O (4-{4-[2-(4-propyl-cyclohexyl)ethyl]phenyl}cyclohexane carbaldehyde). The reagents and catalysts are [Br-].C[P+](C1=CC=CC=C1)(C1=CC=CC=C1)C1=CC=CC=C1 (methyltriphenylphosphonium bromide). The solvent is C1CCOC1 (THF), C1CCOC1 (THF). The product is C(CC)C1CCC(CC1)CCC1=CC=C(C=C1)C1CCC(CC1)C=C (1-[2-(4-propyl-cyclohexyl)ethyl]-4-(4-vinyl-cyclohexyl)benzene). Isolated yield 80.1%. Reaction SMILES: [CH3:1]C(C)([O-])C.[K+].[CH2:7]([CH:10]1[CH2:15][CH2:14][CH:13]([CH2:16][CH2:17][C:18]2[CH:23]=[CH:22][C:21]([CH:24]3[CH2:29][CH2:28][CH:27]([CH:30]=O)[CH2:26][CH2:25]3)=[CH:20][CH:19]=2)[CH2:12][CH2:11]1)[CH2:8][CH3:9]>[Br-].C[P+](C1C=CC=CC=1)(C1C=CC=CC=1)C1C=CC=CC=1.C1COCC1>[CH2:7]([CH:10]1[CH2:15][CH2:14][CH:13]([CH2:16][CH2:17][C:18]2[CH:23]=[CH:22][C:21]([CH:24]3[CH2:29][CH2:28][CH:27]([CH:30]=[CH2:1])[CH2:26][CH2:25]3)=[CH:20][CH:19]=2)[CH2:12][CH2:11]1)[CH2:8][CH3:9] |f:0.1,3.4|. Procedure details: Potassium tert-butoxide (0.86 g, 7.01 mmol) was added slowly with stirring for 3 minutes to 32 ml of solution including methyltriphenylphosphonium bromide (3 g, 8.41 mmol) dissolved in THF. Then, the solution was stirred for 30 minutes at a room temperature and THF solution (25 ml) of 4-{4-[2-(4-propyl-cyclohexyl)ethyl]phenyl}cyclohexane carbaldehyde (2.39 g, 7.01 mmol) was added slowly dropwise to reaction mixture, and then was stirred at a room temperature for 24 hours. The precipitate was fil... The reactants are NC1=CC=C(C=C1)C(C(=O)OCC)(C)C (ethyl 2-(4-aminophenyl)-2-methylpropionate), C(C)(=O)OC(C)=O (acetic anhydride). Run in C(C)(=O)OCC (ethyl acetate). Yields the product C(C)(=O)NC1=CC=C(C=C1)C(C(=O)OCC)(C)C (ethyl 2-(4-acetylaminophenyl)-2-methylpropionate). Yield: 76.0%. RXN SMILES: [NH2:1][C:2]1[CH:7]=[CH:6][C:5]([C:8]([CH3:15])([CH3:14])[C:9]([O:11][CH2:12][CH3:13])=[O:10])=[CH:4][CH:3]=1.[C:16](OC(=O)C)(=[O:18])[CH3:17]>C(OCC)(=O)C>[C:16]([NH:1][C:2]1[CH:3]=[CH:4][C:5]([C:8]([CH3:14])([CH3:15])[C:9]([O:11][CH2:12][CH3:13])=[O:10])=[CH:6][CH:7]=1)(=[O:18])[CH3:17]. Reported procedure: 5.0 g of ethyl 2-(4-aminophenyl)-2-methylpropionate was dissolved in 50 ml of ethyl acetate, and 2.5 ml of acetic anhydride was added dropwise with stirring and the solution was still stirred in the same condition for 3 hours. The reaction mixture was washed with a saturated solution of sodium bicarbonate, and successively, with a saturated solution of sodium chloride, and the ethyl acetate layer was dried over anhydrous sodium sulfate. The ethyl acetate was distilled off under reduced pressure ... Reaction SMILES: [C:1](Cl)(=[O:17])[CH2:2][CH2:3][CH2:4][CH2:5][CH2:6][CH2:7][CH2:8][CH2:9][CH2:10][CH2:11][CH2:12][CH2:13][CH2:14][CH2:15][CH3:16].[NH2:19][C:20]1[CH:30]=[CH:29][C:23]([C:24]([O:26][CH2:27][CH3:28])=[O:25])=[CH:22][C:21]=1[F:31]>C(Cl)Cl>[F:31][C:21]1[CH:22]=[C:23]([CH:29]=[CH:30][C:20]=1[NH:19][C:1](=[O:17])[CH2:2][CH2:3][CH2:4][CH2:5][CH2:6][CH2:7][CH2:8][CH2:9][CH2:10][CH2:11][CH2:12][CH2:13][CH2:14][CH2:15][CH3:16])[C:24]([O:26][CH2:27][CH3:28])=[O:25]. The solvent is C(Cl)Cl (methylene chloride), C(Cl)Cl (methylene chloride). Reported procedure: A solution of hexadecanoyl chloride (20 g) in 100 ml of methylene chloride is slowly added with stirring to a solution of 20 g of ethyl 4-amino-3-fluorobenzoate in 100 ml of methylene chloride. The mixture is filtered and the filtrate is washed with dilute hydrochloric acid and water, dried and the solvent evaporated. Crystallization of the residue from acetonitrile affords ethyl 3-fluoro-4-(hexadecanoylamino)benzoate. The product is FC=1C=C(C(=O)OCC)C=CC1NC(CCCCCCCCCCCCCCC)=O (ethyl 3-fluoro-4-(hexadecanoylamino)benzoate). Starting materials: C(CCCCCCCCCCCCCCC)(=O)Cl (hexadecanoyl chloride), NC1=C(C=C(C(=O)OCC)C=C1)F (ethyl 4-amino-3-fluorobenzoate). Reactants: Cl(=O)[O-].[Na+] (sodium chlorite), P(=O)([O-])([O-])[O-].[Na+].[Na+].[Na+] (sodium phosphate), ClC1=C(C=O)C(=CC=C1)CC (2-chloro-6-ethylbenzaldehyde), S([O-])(O)=O.[Na+] (sodium bisulfite), OO (hydrogen peroxide). Run in O (water), O (water), C(C)#N (acetonitrile), O (water). Reaction conditions: time 15 hour. The product is ClC1=C(C(=O)O)C(=CC=C1)CC (2-chloro-6-ethylbenzoic acid). Isolated yield 384.7%. RXN SMILES: [Cl:1][C:2]1[CH:9]=[CH:8][CH:7]=[C:6]([CH2:10][CH3:11])[C:3]=1[CH:4]=[O:5].P([O-])([O-])([O-])=[O:13].[Na+].[Na+].[Na+].OO.Cl([O-])=O.[Na+].S(=O)(O)[O-].[Na+]>C(#N)C.O>[Cl:1][C:2]1[CH:9]=[CH:8][CH:7]=[C:6]([CH2:10][CH3:11])[C:3]=1[C:4]([OH:13])=[O:5] |f:1.2.3.4,6.7,8.9|. Reported procedure: To a room temperature suspension of 2-chloro-6-ethylbenzaldehyde (13.5 mmol, 2.27 g) in acetonitrile (25 mL) was added a solution of monobasic sodium phosphate (3.4 mmol, 0.465 g) in water (7.5 mL) followed by hydrogen peroxide (1.8 mL, 30%). Then, a solution of sodium chlorite (23.7 mmol, 2.15 g) in water (20 mL) was added dropwise at 0° C. while maintaining the temperature below 3° C. After addition, the yellow suspension was stirred for 15 h at 0° C. to room temperature. At this time TLC anal...